The task is: describe an organic reaction: reactants, conditions, products, and yield. This data is from the Open Reaction Database (ORD), a public repository of structured organic reaction records. Reactants: CN(C)C=O, O=C(Cl)C(=O)Cl, ClCCl, O=C(O)c1cc(F)c(F)c(F)c1. Yields the product O=C(Cl)c1cc(F)c(F)c(F)c1. As a reaction SMILES: [CH3:19][N:20]([CH3:21])[CH:22]=[O:23].[Cl:13][C:14]([C:15]([Cl:16])=[O:17])=[O:18].[Cl:24][CH2:25][Cl:26].[F:1][c:2]1[cH:3][c:4]([C:5](=[O:6])[OH:7])[cH:8][c:9]([F:12])[c:10]1[F:11]>>[F:1][c:2]1[cH:3][c:4]([C:5](=[O:6])[Cl:13])[cH:8][c:9]([F:12])[c:10]1[F:11]. Reactants: [Al+3], O=C(O)c1cc(Br)ccc1Cl, BrCCCc1ccccc1, [Cl-], [Cl-], [Cl-], O=C(Cl)C(=O)Cl, ClCCl, CN(C)C=O. Yields the product O=C(c1ccc(CCCBr)cc1)c1cc(Br)ccc1Cl. RXN SMILES: [Al+3:19].[Br:1][c:2]1[cH:3][cH:4][c:5]([Cl:11])[c:6]([C:7](=[O:8])[OH:9])[cH:10]1.[Br:22][CH2:23][CH2:24][CH2:25][c:26]1[cH:27][cH:28][cH:29][cH:30][cH:31]1.[Cl-:18].[Cl-:20].[Cl-:21].[Cl:12][C:13]([C:14]([Cl:15])=[O:16])=[O:17].[Cl:32][CH2:33][Cl:34].[O:35]=[CH:36][N:37]([CH3:38])[CH3:39]>>[Br:1][c:2]1[cH:3][cH:4][c:5]([Cl:11])[c:6]([C:7](=[O:9])[c:29]2[cH:28][cH:27][c:26]([CH2:25][CH2:24][CH2:23][Br:22])[cH:31][cH:30]2)[cH:10]1. Reactants: Cl (HCl), ClC1=CC=C(C=C1)CC(=O)C1=CC=CC=C1 (2-(4-chlorophenyl)-1-phenylethanone), C(C)OC=1C=C(C=O)C=C(C1O)[N+](=O)[O-] (3-ethoxy-4-hydroxy-5-nitrobenzaldehyde), NC(=O)N (urea), starting materials. Solvent: CCOC(=O)C (EtOAc), CCO (EtOH), CO (MeOH). The product is ClC1=CC=C(C=C1)C=1C(NC(NC1C1=CC=CC=C1)=O)C1=CC(=C(C(=C1)[N+](=O)[O-])O)OCC (5-(4-chlorophenyl)-4-(3-ethoxy-4-hydroxy-5-nitrophenyl)-6-phenyl-3,4-dihydropyrimidin-2(1H)-one). Isolated yield 6.1%. RXN SMILES: [Cl:1][C:2]1[CH:7]=[CH:6][C:5]([CH2:8][C:9]([C:11]2[CH:16]=[CH:15][CH:14]=[CH:13][CH:12]=2)=O)=[CH:4][CH:3]=1.[CH2:17]([O:19][C:20]1[CH:21]=[C:22]([CH:25]=[C:26]([N+:29]([O-:31])=[O:30])[C:27]=1[OH:28])[CH:23]=O)[CH3:18].[NH2:32][C:33]([NH2:35])=[O:34].Cl>CCO.CO.CCOC(C)=O>[Cl:1][C:2]1[CH:7]=[CH:6][C:5]([C:8]2[CH:23]([C:22]3[CH:25]=[C:26]([N+:29]([O-:31])=[O:30])[C:27]([OH:28])=[C:20]([O:19][CH2:17][CH3:18])[CH:21]=3)[NH:32][C:33](=[O:34])[NH:35][C:9]=2[C:11]2[CH:16]=[CH:15][CH:14]=[CH:13][CH:12]=2)=[CH:4][CH:3]=1. Reported procedure: To a mixture of 2-(4-chlorophenyl)-1-phenylethanone (200 mg, 0.88 mmol), 3-ethoxy-4-hydroxy-5-nitrobenzaldehyde (200 mg, 0.95 mmol), and urea (156 mg, 2.65 mmol) in anhydrous EtOH (20 mL) was added concentrated HCl solution (0.1 mL), and the reaction mixture was refluxed for three days. When TLC (EtOAc:MeOH=10:1) showed that about 50% of starting materials were consumed, the reaction mixture was concentrated, and the residue was purified by column chromatography (EtOAc:MeOH=40:1) and preparative... Reactants: [Br-], CCOCC, C[Mg+], [Cl-], [NH4+], C1CCOC1, O, COc1cccc(O)c1C(C)=O. Product: COc1cccc(O)c1C(C)(C)O. RXN SMILES: [Br-:1].[CH3:19][CH2:20][O:21][CH2:22][CH3:23].[CH3:2][Mg+:3].[Cl-:16].[NH4+:17].[O:24]1[CH2:25][CH2:26][CH2:27][CH2:28]1.[OH2:18].[OH:4][c:5]1[c:6]([C:13]([CH3:14])=[O:15])[c:7]([O:11][CH3:12])[cH:8][cH:9][cH:10]1>>[CH3:2][C:13]([c:6]1[c:5]([OH:4])[cH:10][cH:9][cH:8][c:7]1[O:11][CH3:12])([CH3:14])[OH:15].